From a dataset of the Open Reaction Database (ORD), a public repository of structured organic reaction records. describe an organic reaction: reactants, conditions, products, and yield The reactants are Cc1ccc(Oc2ccc([N+](=O)[O-])cn2)cc1NC(=O)c1cccc(C2(C#N)CC2)c1, CCO, [Ca+2], [Cl-], [Cl-], [Fe]. Yields the product Cc1ccc(Oc2ccc(N)cn2)cc1NC(=O)c1cccc(C2(C#N)CC2)c1. As a reaction SMILES: [C:1](#[N:2])[C:3]1([c:6]2[cH:7][c:8]([C:9](=[O:10])[NH:11][c:12]3[c:13]([CH3:28])[cH:14][cH:15][c:16]([O:18][c:19]4[n:20][cH:21][c:22]([N+:25]([O-:26])=[O:27])[cH:23][cH:24]4)[cH:17]3)[cH:29][cH:30][cH:31]2)[CH2:4][CH2:5]1.[CH3:35][CH2:36][OH:37].[Ca+2:34].[Cl-:32].[Cl-:33].[Fe:38]>>[C:1](#[N:2])[C:3]1([c:6]2[cH:7][c:8]([C:9](=[O:10])[NH:11][c:12]3[c:13]([CH3:28])[cH:14][cH:15][c:16]([O:18][c:19]4[n:20][cH:21][c:22]([NH2:25])[cH:23][cH:24]4)[cH:17]3)[cH:29][cH:30][cH:31]2)[CH2:4][CH2:5]1. The reactants are COC(=O)C1C(CC1)N1C2=NC=NC(=C2N=C1)N (9-(2-methoxycarbonyl-1-cyclobutyl)adenine), [H-].[Al+3].[Li+].[H-].[H-].[H-] (Lithium aluminum hydride). The solvent is C1CCOC1 (THF). Conditions: temperature 0 celsius. The product is OCC1C(CC1)N1C2=NC=NC(=C2N=C1)N (9-(2-hydroxymethyl-1-cyclobutyl)adenine). Isolated yield 97.1%. Reaction SMILES: C[O:2][C:3]([CH:5]1[CH2:8][CH2:7][CH:6]1[N:9]1[CH:17]=[N:16][C:15]2[C:10]1=[N:11][CH:12]=[N:13][C:14]=2[NH2:18])=O.[H-].[Al+3].[Li+].[H-].[H-].[H-]>C1COCC1>[OH:2][CH2:3][CH:5]1[CH2:8][CH2:7][CH:6]1[N:9]1[CH:17]=[N:16][C:15]2[C:10]1=[N:11][CH:12]=[N:13][C:14]=2[NH2:18] |f:1.2.3.4.5.6|. Procedure details: 9-(2-methoxycarbonyl-1-cyclobutyl)adenine (500 mg, 2.02 mmol) from Step A was dissolved in 250 mL of THF and the solution was cooled to 0° C. with stirring under a nitrogen atmosphere. Lithium aluminum hydride (115 mg, 3.03 mmol) was added and the reaction mixture was stirred for 30 minutes then quenched with 115 μL of water followed by 115 μL of 15% sodium hydroxide and 345 μL of water. The reaction mixture was filtered through Celite filter aid. The Celite was washed with ethyl acetate and the... Reactants: [F-].C(CCC)[N+](CCCC)(CCCC)CCCC (Tetrabutylammonium fluoride), [Si](C)(C)(C(C)(C)C)O[C@H](C(=O)NC1=NC=C(N=C1)C)COC[C@@H](C)OC ((S)-2-(tert-butyldimethylsilyloxy)-3-((R)-2-methoxypropoxy)-N-(5-methylpyrazin-2-yl)propanamide). The solvent is C1CCOC1 (THF). Run at time 3 hour. Yields the product O[C@H](C(=O)NC1=NC=C(N=C1)C)COC[C@@H](C)OC ((S)-2-hydroxy-3-((R)-2-methoxypropoxy)-N-(5-methylpyrazin-2-yl)propanamide). The yield is 54.0%. RXN SMILES: [F-].C([N+](CCCC)(CCCC)CCCC)CCC.[Si]([O:26][C@@H:27]([CH2:38][O:39][CH2:40][C@H:41]([O:43][CH3:44])[CH3:42])[C:28]([NH:30][C:31]1[CH:36]=[N:35][C:34]([CH3:37])=[CH:33][N:32]=1)=[O:29])(C(C)(C)C)(C)C>C1COCC1>[OH:26][C@@H:27]([CH2:38][O:39][CH2:40][C@H:41]([O:43][CH3:44])[CH3:42])[C:28]([NH:30][C:31]1[CH:36]=[N:35][C:34]([CH3:37])=[CH:33][N:32]=1)=[O:29] |f:0.1|. Reported procedure: Tetrabutylammonium fluoride (881 μl, 0.88 mmol) was added to (S)-2-(tert-butyldimethylsilyloxy)-3-((R)-2-methoxypropoxy)-N-(5-methylpyrazin-2-yl)propanamide (Intermediate Y11) (169 mg, 0.44 mmol) in THF (2203 μl) at room temperature under nitrogen. The resulting solution was stirred at room temperature for 3 hours. The reaction mixture was quenched with water (5 mL), extracted with ethyl acetate (3×10 mL), the organic layer was back washed with water (5 mL), dried (MgSO4) and evaporated. The cru... The reactants are BrCCCNC(c1ccccc1)(c1ccccc1)c1ccccc1, O=C([O-])[O-], CN(C)C=O, Clc1cccc(N2CCNCC2)c1, [K+], [K+], O. The product is Clc1cccc(N2CCN(CCCNC(c3ccccc3)(c3ccccc3)c3ccccc3)CC2)c1. RXN SMILES: [Br:14][CH2:15][CH2:16][CH2:17][NH:18][C:19]([c:20]1[cH:21][cH:22][cH:23][cH:24][cH:25]1)([c:26]1[cH:27][cH:28][cH:29][cH:30][cH:31]1)[c:32]1[cH:33][cH:34][cH:35][cH:36][cH:37]1.[C:38](=[O:39])([O-:40])[O-:41].[CH3:44][N:45]([CH3:46])[CH:47]=[O:48].[Cl:1][c:2]1[cH:3][cH:4][cH:5][c:6]([N:8]2[CH2:9][CH2:10][NH:11][CH2:12][CH2:13]2)[cH:7]1.[K+:42].[K+:43].[OH2:49]>>[Cl:1][c:2]1[cH:3][cH:4][cH:5][c:6]([N:8]2[CH2:9][CH2:10][N:11]([CH2:15][CH2:16][CH2:17][NH:18][C:19]([c:20]3[cH:21][cH:22][cH:23][cH:24][cH:25]3)([c:26]3[cH:27][cH:28][cH:29][cH:30][cH:31]3)[c:32]3[cH:33][cH:34][cH:35][cH:36][cH:37]3)[CH2:12][CH2:13]2)[cH:7]1. Reactants: ClC1=C(C(=NC2=CC(=CC(=C12)F)F)C1=C(C=CC=C1)S(=O)(=O)C)C (4-chloro-5,7-difluoro-3-methyl-2-(2-(methylsulfonyl)phenyl)quinoline), COC1=CC=C(C=N1)C1=C(N)C=C(C=C1)N1CCOCC1 (2-(6-methoxypyridin-3-yl)-5-morpholinoaniline). Run in C1(=CC=CC=C1)C (toluene). The product is FC1=C2C(=C(C(=NC2=CC(=C1)F)C1=C(C=CC=C1)S(=O)(=O)C)C)NC1=C(C=CC(=C1)N1CCOCC1)C=1C=NC(=CC1)OC (5,7-difluoro-N-(2-(6-methoxypyridin-3-yl)-5-morpholinophenyl)-3-methyl-2-(2-(methylsulfonyl)-phenyl)quinolin-4-amine). Reaction SMILES: Cl[C:2]1[C:11]2[C:6](=[CH:7][C:8]([F:13])=[CH:9][C:10]=2[F:12])[N:5]=[C:4]([C:14]2[CH:19]=[CH:18][CH:17]=[CH:16][C:15]=2[S:20]([CH3:23])(=[O:22])=[O:21])[C:3]=1[CH3:24].[CH3:25][O:26][C:27]1[N:32]=[CH:31][C:30]([C:33]2[CH:39]=[CH:38][C:37]([N:40]3[CH2:45][CH2:44][O:43][CH2:42][CH2:41]3)=[CH:36][C:34]=2[NH2:35])=[CH:29][CH:28]=1>C1(C)C=CC=CC=1>[F:12][C:10]1[CH:9]=[C:8]([F:13])[CH:7]=[C:6]2[C:11]=1[C:2]([NH:35][C:34]1[CH:36]=[C:37]([N:40]3[CH2:45][CH2:44][O:43][CH2:42][CH2:41]3)[CH:38]=[CH:39][C:33]=1[C:30]1[CH:31]=[N:32][C:27]([O:26][CH3:25])=[CH:28][CH:29]=1)=[C:3]([CH3:24])[C:4]([C:14]1[CH:19]=[CH:18][CH:17]=[CH:16][C:15]=1[S:20]([CH3:23])(=[O:22])=[O:21])=[N:5]2. Reported procedure: Essentially prepared according to Procedure H using 4-chloro-5,7-difluoro-3-methyl-2-(2-(methylsulfonyl)phenyl)quinoline (50.0 mg, 0.140 mmol) and 2-(6-methoxypyridin-3-yl)-5-morpholinoaniline in toluene to give 5,7-difluoro-N-(2-(6-methoxypyridin-3-yl)-5-morpholinophenyl)-3-methyl-2-(2-(methylsulfonyl)-phenyl)quinolin-4-amine. 1H NMR (CDCl3) δ ppm 8.34 (1H, d, J=2.0 Hz), 8.20 (1H, d, J=7.8 Hz), 7.73-7.83 (2H, m), 7.63-7.73 (1H, m), 7.40-7.47 (1H, m), 7.38 (1H, d, J=7.2 Hz), 7.14 (1H, d, J=8.4 H... Reactants: C(=O)(O)COC1=CC=C(C=O)C=C1 (4-Carboxymethoxy-benzaldehyde), [Na][Na] (disodium), C(=O)(O)C1(CC=C(C(C=CC2=CC=CC=C2)=O)C=C1)OCC(=O)O.[Na].[Na] (disodium 4'-carboxy-4'-carboxymethoxy chalcone), C(C)(=O)C1=CC=C(C(=O)O)C=C1 (4-acetylbenzoic acid), [OH-].[Na+] (sodium hydroxide), Cl (hydrochloric acid). Run in C(C)O (Ethanol), O (water). The product is C(=O)(O)C1=CC=C(C(C=CC2=CC=C(C=C2)OCC(=O)O)=O)C=C1 (4'-carboxy-4-carboxymethoxy-chalcone). As a reaction SMILES: [C:1]([CH2:4][O:5][C:6]1[CH:13]=[CH:12][C:9]([CH:10]=O)=[CH:8][CH:7]=1)([OH:3])=[O:2].[C:14]([C:17]1[CH:25]=[CH:24][C:20]([C:21]([OH:23])=[O:22])=[CH:19][CH:18]=1)(=[O:16])[CH3:15].[OH-].[Na+].C(C1(OCC(O)=O)C=CC(C(=O)C=CC2C=CC=CC=2)=CC1)(O)=O.[Na].[Na].[Na][Na].Cl>O.C(O)C>[C:21]([C:20]1[CH:24]=[CH:25][C:17]([C:14](=[O:16])[CH:15]=[CH:10][C:9]2[CH:12]=[CH:13][C:6]([O:5][CH2:4][C:1]([OH:3])=[O:2])=[CH:7][CH:8]=2)=[CH:18][CH:19]=1)([OH:23])=[O:22] |f:2.3,4.5.6,^1:51,52|. Procedure: 9.0 g. 4-Carboxymethoxy-benzaldehyde (see Example 5) and 8.2 g. 4-acetylbenzoic acid were dissolved in 50 ml. 10% aqueous sodium hydroxide solution and the solution stirred at ambient temperature for 2.25 hours. 150 ml. Ethanol were added and the solid precipitate obtained was filtered off, washed with ethanol and dried to give 16.9 g. disodium 4'-carboxy-4'-carboxymethoxy chalcone. This disodium salt was converted into the acid by dissolving in water, acidifying the solution with concentrated h... Starting materials: 115, OCCN1CCCC1 (1-(2-hydroxyethyl)pyrrolidine), C(=O)O (formic acid). Conditions: temperature 80 celsius. The product is C(=O)OCCN1CCCC1 (2-(1-pyrrolidinyl)ethyl formate). Reaction SMILES: [OH:1][CH2:2][CH2:3][N:4]1[CH2:8][CH2:7][CH2:6][CH2:5]1.[CH:9](O)=[O:10]>>[CH:9]([O:1][CH2:2][CH2:3][N:4]1[CH2:8][CH2:7][CH2:6][CH2:5]1)=[O:10]. Procedure details: A mixture of 115 9 of 1-(2-hydroxyethyl)pyrrolidine and 500 g of formic acid was heated at 80° C. for 10 hours. The reaction mixture was concentrated in vacuum, diluted with ethyl acetate, and neutralized with saturated sodium bicarbonate in water. This was followed by separation, water washing, drying over anhydrous sodium sulfate, and vacuum concentration. Purification by vacuum distillation yielded 2-(1-pyrrolidinyl)ethyl formate, designated (B-10].